Dataset: the Open Reaction Database (ORD), a public repository of structured organic reaction records. Task: describe an organic reaction: reactants, conditions, products, and yield Reaction SMILES: [OH:1][C:2]1[C:11]2[CH2:10][CH2:9][CH:8]([CH3:12])[CH2:7][C:6]=2[NH:5][C:4](=[O:13])[CH:3]=1.[N+:14]([O-])([OH:16])=[O:15].O>C(O)(=O)C>[OH:1][C:2]1[C:11]2[CH2:10][CH2:9][CH:8]([CH3:12])[CH2:7][C:6]=2[NH:5][C:4](=[O:13])[C:3]=1[N+:14]([O-:16])=[O:15]. Solvent: C(C)(=O)O (acetic acid). Reported procedure: A suspension of 4-hydroxy-7-methyl-5,6,7,8-tetrahydrocarbostyril, (1.608 g; 0.009 mole) in glacial acetic acid (10 ml) was treated with concentrated nitric acid (2.5 ml; d 1.42) and the clear solution heated at 100° C until the exothermic reaction set in (ca 7 mins). After rapid cooling water (40 ml) was added and the yellow solid filtered off and recrystallised from ethanol; acetic acid, m.p. 238° (d). Reaction conditions: temperature 100 celsius. Product: OC1=C(C(NC=2CC(CCC12)C)=O)[N+](=O)[O-] (4-Hydroxy-7-methyl-3-nitro-5,6,7,8-tetrahydrocarbostyril). Starting materials: [N+](=O)(O)[O-] (nitric acid), OC1=CC(NC=2CC(CCC12)C)=O (4-hydroxy-7-methyl-5,6,7,8-tetrahydrocarbostyril), O (water).